From a dataset of the Open Reaction Database (ORD), a public repository of structured organic reaction records. describe an organic reaction: reactants, conditions, products, and yield Reactants: O=P12OP3(=O)OP(=O)(O1)OP(=O)(O2)O3 (P2O5), resultant mixture, FC1(C(OC(C(O1)(F)F)(C(F)(F)F)F)=O)C(F)(F)F (Perfluoro(2-oxo-3,6-dimethyl-1,4-dioxane)), [O-2].[Ca+2] (calcium oxide), resultant mixture. The solvent is O (water). Yields the product O=C1OC(C(OC1(C(F)(F)F)F)(F)F)(C(F)(F)F)O (2-oxo-6-hydroxyperfluoro(3,6-dimethyl-1,4-dioxane)). RXN SMILES: [F:1][C:2]1([C:16]([F:19])([F:18])[F:17])[O:7][C:6]([F:9])([F:8])[C:5](F)([C:10]([F:13])([F:12])[F:11])[O:4][C:3]1=[O:15].[O-2].[Ca+2].[O:22]=P12OP3(OP(OP(O3)(O1)=O)(=O)O2)=O>O>[O:15]=[C:3]1[C:2]([F:1])([C:16]([F:17])([F:18])[F:19])[O:7][C:6]([F:9])([F:8])[C:5]([OH:22])([C:10]([F:12])([F:11])[F:13])[O:4]1 |f:1.2|. Procedure details: Perfluoro(2-oxo-3,6-dimethyl-1,4-dioxane), 314 g (1.01 mol), was added dropwise to a slurry of 56.1 g (1.0 mol) of calcium oxide in 500 ml of water while the slurry was stirred in an ice bath. The resultant mixture was stirred for one hour, heated nearly to reflux for 30 min, and stirred for about 65 h. Upon evaporation of the water, the crystalline residue which remained was treated portionwise with 450 g (3.2 mol) of P2O5. The resultant mixture was heated slowly (exothermic reaction) to 150° a...